From a dataset of the Open Reaction Database (ORD), a public repository of structured organic reaction records. describe an organic reaction: reactants, conditions, products, and yield Reactants: CC(C)O, O=[N+]([O-])c1cc2c(Cl)ncnc2cc1F, Nc1cc(Cl)c(Cl)cc1F. Yields the product O=[N+]([O-])c1cc2c(Nc3cc(Cl)c(Cl)cc3F)ncnc2cc1F. As a reaction SMILES: [CH:26]([OH:27])([CH3:28])[CH3:29].[Cl:11][c:12]1[n:13][cH:14][n:15][c:16]2[cH:17][c:18]([F:25])[c:19]([N+:22](=[O:23])[O-:24])[cH:20][c:21]12.[Cl:1][c:2]1[cH:3][c:4]([NH2:5])[c:6]([F:10])[cH:7][c:8]1[Cl:9]>>[Cl:1][c:2]1[cH:3][c:4]([NH:5][c:12]2[n:13][cH:14][n:15][c:16]3[cH:17][c:18]([F:25])[c:19]([N+:22](=[O:23])[O-:24])[cH:20][c:21]23)[c:6]([F:10])[cH:7][c:8]1[Cl:9].